This data is from the Open Reaction Database (ORD), a public repository of structured organic reaction records. The task is: describe an organic reaction: reactants, conditions, products, and yield Starting materials: C(C)C=1C=C(C=C(C1OCCCOC1=CC=C(C=C1)OC(F)(F)F)C)O (3-ethyl-4-[3-(4-trifluoromethoxyphenoxy)propyloxy]-5-methylphenol), C([O-])([O-])=O.[K+].[K+] (potassium carbonate), ice water, crude product, ClC(=CCCl)Cl (1,1,3-trichloro-1-propene). The solvent is CN(C=O)C (N,N-dimethylformamide), CN(C=O)C (N,N-dimethylformamide). Yields the product C(C)C=1C=C(C=C(C1OCCCOC1=CC=C(C=C1)OC(F)(F)F)C)OCC=C(Cl)Cl (3-ethyl-4-[3-(4-trifluoromethoxyphenoxy)propyloxy]-5-methyl-1-(3,3-dichloro-2-propenyloxy)benzene). Yield: 64.4%. RXN SMILES: [CH2:1]([C:3]1[CH:4]=[C:5]([OH:26])[CH:6]=[C:7]([CH3:25])[C:8]=1[O:9][CH2:10][CH2:11][CH2:12][O:13][C:14]1[CH:19]=[CH:18][C:17]([O:20][C:21]([F:24])([F:23])[F:22])=[CH:16][CH:15]=1)[CH3:2].C(=O)([O-])[O-].[K+].[K+].[Cl:33][C:34]([Cl:38])=[CH:35][CH2:36]Cl>CN(C)C=O>[CH2:1]([C:3]1[CH:4]=[C:5]([O:26][CH2:36][CH:35]=[C:34]([Cl:38])[Cl:33])[CH:6]=[C:7]([CH3:25])[C:8]=1[O:9][CH2:10][CH2:11][CH2:12][O:13][C:14]1[CH:19]=[CH:18][C:17]([O:20][C:21]([F:23])([F:24])[F:22])=[CH:16][CH:15]=1)[CH3:2] |f:1.2.3|. Reported procedure: To a mixture of 0.6 g of 3-ethyl-4-[3-(4-trifluoromethoxyphenoxy)propyloxy]-5-methylphenol, 0.22 g of potassium carbonate and 10 ml of N,N-dimethylformamide was added dropwise a solution of 0.31 g of 1,1,3-trichloro-1-propene dissolved in 5 ml of N,N-dimethylformamide, while stirring at room temperature. After stirring at room temperature for 12 hours, the reaction mixture was poured into ice-water, and extracted twice with 100 ml of diethyl ether. The combined ether layer was washed with water,...